From a dataset of the Open Reaction Database (ORD), a public repository of structured organic reaction records. describe an organic reaction: reactants, conditions, products, and yield As a reaction SMILES: [OH:1][C:2]1[C:3]2[O:16][N:15]=[C:14]([C:17]3[CH:22]=[CH:21][C:20]([O:23][CH3:24])=[CH:19][CH:18]=3)[C:4]=2[C:5](I)=[N:6][C:7]=1[C:8]([O:10][CH2:11][CH3:12])=[O:9].[CH3:25]B(O)O.C(=O)([O-])[O-].[Cs+].[Cs+]>C1C=CC([P]([Pd]([P](C2C=CC=CC=2)(C2C=CC=CC=2)C2C=CC=CC=2)([P](C2C=CC=CC=2)(C2C=CC=CC=2)C2C=CC=CC=2)[P](C2C=CC=CC=2)(C2C=CC=CC=2)C2C=CC=CC=2)(C2C=CC=CC=2)C2C=CC=CC=2)=CC=1>[OH:1][C:2]1[C:3]2[O:16][N:15]=[C:14]([C:17]3[CH:22]=[CH:21][C:20]([O:23][CH3:24])=[CH:19][CH:18]=3)[C:4]=2[C:5]([CH3:25])=[N:6][C:7]=1[C:8]([O:10][CH2:11][CH3:12])=[O:9] |f:2.3.4,^1:38,40,59,78|. Reagents/catalysts: C=1C=CC(=CC1)[P](C=2C=CC=CC2)(C=3C=CC=CC3)[Pd]([P](C=4C=CC=CC4)(C=5C=CC=CC5)C=6C=CC=CC6)([P](C=7C=CC=CC7)(C=8C=CC=CC8)C=9C=CC=CC9)[P](C=1C=CC=CC1)(C=1C=CC=CC1)C=1C=CC=CC1 (Pd(PPh3)4). Reactants: OC=1C2=C(C(=NC1C(=O)OCC)I)C(=NO2)C2=CC=C(C=C2)OC (Ethyl 7-hydroxy-4-iodo-3-(4-methoxyphenyl)isoxazolo[4,5-c]pyridine-6-carboxylate), CB(O)O (methylboronic acid), C([O-])([O-])=O.[Cs+].[Cs+] (cesium carbonate). Yield: 16.7%. Reported procedure: Ethyl 7-hydroxy-4-iodo-3-(4-methoxyphenyl)isoxazolo[4,5-c]pyridine-6-carboxylate (280 mg, 0.64 mmol), methylboronic acid (155 mg, 127 mmol), Pd(PPh3)4 (147 mg, 0.13 mmol) and cesium carbonate (622 mg, 1.91 mmol) were added to a flask and the flask evacuated. After refilling with nitrogen, 6.5 mL of 1,2-dimethoxyethane was added and the resulting suspension was refluxed for 16 h. The reaction mixture diluted with EtOAc (40 mL) and the solid was filtered. The solid was added to a mixture of 10% hy... Product: OC=1C2=C(C(=NC1C(=O)OCC)C)C(=NO2)C2=CC=C(C=C2)OC (Ethyl 7-hydroxy-3-(4-methoxyphenyl)-4-methylisoxazolo[4,5-c]pyridine-6-carboxylate). Reactants: NC1=CC(=C(OC2=NC(=NC=C2)N(C2=CC=CC=C2)C)C=C1C)C ([4-(4-Amino-2,5-dimethyl-phenoxy)-pyrimidin-2-yl]-methyl-phenyl-amine), COC(OC)OC (trimethoxymethane), C1(=CC=C(C=C1)S(=O)(=O)O)C (p-toluene sulfonic acid), CNCC (methyl ethyl amine). Reaction conditions: time 18 hour. Yields the product CC1=C(C=C(C(=C1)OC1=NC(=NC=C1)N(C1=CC=CC=C1)C)C)N=CN(C)CC (N′-{2,5-dimethyl-4-[2-(methyl-phenyl-amino)-pyrimidin-4-yloxy]-phenyl}-N-ethyl-N-methyl-formamidine). Reaction SMILES: [NH2:1][C:2]1[C:22]([CH3:23])=[CH:21][C:5]([O:6][C:7]2[CH:12]=[CH:11][N:10]=[C:9]([N:13]([CH3:20])[C:14]3[CH:19]=[CH:18][CH:17]=[CH:16][CH:15]=3)[N:8]=2)=[C:4]([CH3:24])[CH:3]=1.COC(OC)OC.[C:32]1([CH3:42])C=CC(S(O)(=O)=O)=CC=1.[CH3:43][NH:44][CH2:45]C>>[CH3:23][C:22]1[CH:21]=[C:5]([O:6][C:7]2[CH:12]=[CH:11][N:10]=[C:9]([N:13]([CH3:20])[C:14]3[CH:19]=[CH:18][CH:17]=[CH:16][CH:15]=3)[N:8]=2)[C:4]([CH3:24])=[CH:3][C:2]=1[N:1]=[CH:43][N:44]([CH2:32][CH3:42])[CH3:45]. Reported procedure: To a mixture of 252 mg (0.7 mmol) of [4-(4-Amino-2,5-dimethyl-phenoxy)-pyrimidin-2-yl]-methyl-phenyl-amine and 4 ml of trimethoxymethane, 20 mg of p-toluene sulfonic acid were added. The reaction mixture was refluxed for 2 hrs and concentrated in vacuo. The mixture was solved in 10 ml of dichloromethane and 62 mg (1.05 mmol) methyl ethyl amine was added. After stirring 18 hrs at ambient temperature the mixture was evaporated and yielded 280 mg (89%) with a purity of 87%; log P (pH 2.3)=1.61. The reactants are C(C)OC(C)=NO (ethyl-N-hydroxyacetimidate), C(C)(C)(C)O[K] (tBuOK), C(C1=CC=CC=C1)OC(C1=C(C=CC=C1)F)=O (Benzyl-2-fluorobenzoate). Solvent: CN(C)C=O (DMF), CN(C)C=O (DMF), O (H2O). Product: C(C)OC(C)=NOC1=C(C=CC=C1)C(=O)OCC1=CC=CC=C1 (Ethyl-N-(2-benzyloxycarbonylphenoxy)acetimidate). Yield: 64.4%. As a reaction SMILES: [CH2:1]([O:3][C:4](=[N:6][OH:7])[CH3:5])[CH3:2].C(O[K])(C)(C)C.[CH2:14]([O:21][C:22](=[O:30])[C:23]1[CH:28]=[CH:27][CH:26]=[CH:25][C:24]=1F)[C:15]1[CH:20]=[CH:19][CH:18]=[CH:17][CH:16]=1>CN(C=O)C.O>[CH2:1]([O:3][C:4](=[N:6][O:7][C:24]1[CH:25]=[CH:26][CH:27]=[CH:28][C:23]=1[C:22]([O:21][CH2:14][C:15]1[CH:16]=[CH:17][CH:18]=[CH:19][CH:20]=1)=[O:30])[CH3:5])[CH3:2]. Procedure details: To a stirring solution of ethyl-N-hydroxyacetimidate (2.06 g, 20.0 mmol) in anhydrous DMF (60 mL) under Ar was added tBuOK (2.21 g, 19.7 mmol) all at once. After 30 min benzyl-2-fluorobenzoate 16 (4.13 g, 17.9 mmol) was added as a solution in DMF (20 mL) and the reaction was stirred at room temperature. After 3 h the reaction was diluted with H2O (400 mL), extracted with EtOAc (3×100 mL), and the combined organics were washed with H2O (3×50 mL) and brine (50 mL), dried over Na2SO4, filtered, and... Starting materials: CC1C(C(=O)CC(C(=O)C(C(C(=C)CC(CCCNC(=O)CC(C1=C)C(C)C(=O)C(CC=2C=CC=CC2)NC)C(=O)C)CC3=CNC=N3)C)CC=4C=CC=CC4)CCCCN (calcitonin), CC1C(C(=O)CC(C(=O)C(C(C(=C)CC(CCCNC(=O)CC(C1=C)C(C)C(=O)C(CC=2C=CC=CC2)NC)C(=O)C)CC3=CNC=N3)C)CC=4C=CC=CC4)CCCCN (calcitonin), CCCCCCCCCCCCCCCCCC(=O)OC[C@H](COP(=O)([O-])OCC[N+](C)(C)C)OC(=O)CCCCCCCCCCCCCCCCC (DSPC), CC(C)CCC[C@@H](C)[C@H]1CC[C@H]2[C@@H]3CC=C4C[C@@H](O)CC[C@]4(C)[C@H]3CC[C@]12C (cholesterol), CC1C(C(=O)CC(C(=O)C(C(C(=C)CC(CCCNC(=O)CC(C1=C)C(C)C(=O)C(CC=2C=CC=CC2)NC)C(=O)C)CC3=CNC=N3)C)CC=4C=CC=CC4)CCCCN (calcitonin). Solvent: C(Cl)(Cl)Cl (chloroform). Conditions: time 10 minute. The product is CC1C(C(=O)CC(C(=O)C(C(C(=C)CC(CCCNC(=O)CC(C1=C)C(C)C(=O)C(CC=2C=CC=CC2)NC)C(=O)C)CC3=CNC=N3)C)CC=4C=CC=CC4)CCCCN.CCCCCCCCCCCCCCCCCC(=O)OC[C@H](COP(=O)([O-])OCC[N+](C)(C)C)OC(=O)CCCCCCCCCCCCCCCCC (Calcitonin DSPC). RXN SMILES: [CH3:1][CH2:2][CH2:3][CH2:4][CH2:5][CH2:6][CH2:7][CH2:8][CH2:9][CH2:10][CH2:11][CH2:12][CH2:13][CH2:14][CH2:15][CH2:16][CH2:17][C:18]([O:20][CH2:21][C@@H:22]([O:35][C:36]([CH2:38][CH2:39][CH2:40][CH2:41][CH2:42][CH2:43][CH2:44][CH2:45][CH2:46][CH2:47][CH2:48][CH2:49][CH2:50][CH2:51][CH2:52][CH2:53][CH3:54])=[O:37])[CH2:23][O:24][P:25]([O:28][CH2:29][CH2:30][N+:31]([CH3:34])([CH3:33])[CH3:32])([O-:27])=[O:26])=[O:19].CC(CCC[C@H]([C@@H]1[C@]2(C)[C@H]([C@H]3[C@H](CC2)[C@]2(C)C(C[C@H](CC2)O)=CC3)CC1)C)C.[CH3:83][CH:84]1[C:106](=[CH2:107])[CH:105]([CH:108]([C:110]([CH:112]([NH:120][CH3:121])[CH2:113][C:114]2[CH:115]=[CH:116][CH:117]=[CH:118][CH:119]=2)=[O:111])[CH3:109])[CH2:104][C:102](=[O:103])[NH:101][CH2:100][CH2:99][CH2:98][CH:97]([C:122]([CH3:124])=[O:123])[CH2:96][C:94](=[CH2:95])[CH:93]([CH2:125][C:126]2[N:130]=[CH:129][NH:128][CH:127]=2)[CH:92]([CH3:131])[C:90](=[O:91])[CH:89]([CH2:132][C:133]2[CH:134]=[CH:135][CH:136]=[CH:137][CH:138]=2)[CH2:88][C:86](=[O:87])[CH:85]1[CH2:139][CH2:140][CH2:141][CH2:142][NH2:143]>C(Cl)(Cl)Cl>[CH3:83][CH:84]1[C:106](=[CH2:107])[CH:105]([CH:108]([C:110]([CH:112]([NH:120][CH3:121])[CH2:113][C:114]2[CH:119]=[CH:118][CH:117]=[CH:116][CH:115]=2)=[O:111])[CH3:109])[CH2:104][C:102](=[O:103])[NH:101][CH2:100][CH2:99][CH2:98][CH:97]([C:122]([CH3:124])=[O:123])[CH2:96][C:94](=[CH2:95])[CH:93]([CH2:125][C:126]2[N:130]=[CH:129][NH:128][CH:127]=2)[CH:92]([CH3:131])[C:90](=[O:91])[CH:89]([CH2:132][C:133]2[CH:138]=[CH:137][CH:136]=[CH:135][CH:134]=2)[CH2:88][C:86](=[O:87])[CH:85]1[CH2:139][CH2:140][CH2:141][CH2:142][NH2:143].[CH3:1][CH2:2][CH2:3][CH2:4][CH2:5][CH2:6][CH2:7][CH2:8][CH2:9][CH2:10][CH2:11][CH2:12][CH2:13][CH2:14][CH2:15][CH2:16][CH2:17][C:18]([O:20][CH2:21][C@@H:22]([O:35][C:36]([CH2:38][CH2:39][CH2:40][CH2:41][CH2:42][CH2:43][CH2:44][CH2:45][CH2:46][CH2:47][CH2:48][CH2:49][CH2:50][CH2:51][CH2:52][CH2:53][CH3:54])=[O:37])[CH2:23][O:24][P:25]([O:28][CH2:29][CH2:30][N+:31]([CH3:33])([CH3:32])[CH3:34])([O-:27])=[O:26])=[O:19] |f:4.5|. Procedure: 8.27 mg DSPC (1:1 initial L:D ratio) and 1.73 mg cholesterol (7:3 mole % ratio DSPC: cholesterol), both in chloroform, were transferred to a 50 ml round bottom flask. The lipids were dried to a film under vacuum using rotoevaporation. The lipids were then solubilized in 0.500 ml methanol with heating for 1-2 mins. in a 60° C. water bath. Ten milligrams of calcitonin (Mitsubishi Chemical Co., Japan MCI-536) was solubilized in 0.100 ml sodium acetate buffer. This solution was added to the solvent ... The reactants are BrC1COC2=CC=CC=C2C1=O (3-bromo-4-chromanone), C(C)O (ethanol), aqueous solution, [Na] (sodium), CS (methylmercaptan). Run in O (water). Reaction conditions: time 2 hour. Yields the product CSC1COC2=CC=CC=C2C1=O (3-methylthio-4-chromanone). The yield is 17.0%. As a reaction SMILES: Br[CH:2]1[C:11](=[O:12])[C:10]2[C:5](=[CH:6][CH:7]=[CH:8][CH:9]=2)[O:4][CH2:3]1.C(O)C.[Na].[CH3:17][SH:18]>O>[CH3:17][S:18][CH:2]1[C:11](=[O:12])[C:10]2[C:5](=[CH:6][CH:7]=[CH:8][CH:9]=2)[O:4][CH2:3]1 |^1:15|. Procedure: After 10.4 g of 3-bromo-4-chromanone [synthesized in accordance with procedures described in W. S. Johnson, et al., J. Am. Chem. Soc., vol.66, p.218 to 220 (1944)] was dissolved into 42 ml of ethanol, 21.3 ml of a 15% aqueous solution of a sodium salt of methylmercaptan was added dropwise thereto. After the stirring for 2 hours at room temperature, the reaction mixture was poured into 300 ml of cold water. An organic layer was extracted with 200 ml of ether, and the ether layer was sequentially ...